describe an organic reaction: reactants, conditions, products, and yield From a dataset of the Open Reaction Database (ORD), a public repository of structured organic reaction records. Starting materials: ClC1=CC=C(C=C1)C1=NC=2C(=NC=CC2)N1CC(=O)NCCC1N(CCC1)C (2-(4-chlorophenyl)-N-[2-(1-methyl-2-pyrrolidinyl)ethyl]-3H-imidazo[4,5-b]pyridine-3-acetamide), Cl (hydrogen chloride), C(C)(C)OC(C)C (Isopropyl ether). Solvent: C(C)(C)O (isopropyl alcohol), C(C)(C)O (isopropyl alcohol). Product: O.Cl.ClC1=CC=C(C=C1)C1=NC=2C(=NC=CC2)N1CC(=O)NCCC1N(CCC1)C (2-(4-Chlorophenyl)-N-[2-(1-methyl-2-pyrrolidinyl)ethyl]-3H-imidazo[4,5-b]pyridine-3-acetamide hydrochloride hydrate). Isolated yield 185.7%. As a reaction SMILES: [Cl:1][C:2]1[CH:7]=[CH:6][C:5]([C:8]2[N:16]([CH2:17][C:18]([NH:20][CH2:21][CH2:22][CH:23]3[CH2:27][CH2:26][CH2:25][N:24]3[CH3:28])=[O:19])[C:11]3=[N:12][CH:13]=[CH:14][CH:15]=[C:10]3[N:9]=2)=[CH:4][CH:3]=1.Cl.C(OC(C)C)(C)C>C(O)(C)C>[OH2:19].[ClH:1].[Cl:1][C:2]1[CH:3]=[CH:4][C:5]([C:8]2[N:16]([CH2:17][C:18]([NH:20][CH2:21][CH2:22][CH:23]3[CH2:27][CH2:26][CH2:25][N:24]3[CH3:28])=[O:19])[C:11]3=[N:12][CH:13]=[CH:14][CH:15]=[C:10]3[N:9]=2)=[CH:6][CH:7]=1 |f:4.5.6|. Reported procedure: A solution of crude 2-(4-chlorophenyl)-N-[2-(1-methyl-2-pyrrolidinyl)ethyl]-3H-imidazo[4,5-b]pyridine-3-acetamide (3.96 g, 0.0100 mole) in hot isopropyl alcohol was acidified with hydrogen chloride in isopropyl alcohol. Isopropyl ether was added to the cloud point. Upon cooling to room temperature, a solid precipitated. The solid was collected by filtration, rinsed with isopropyl ether, and dried under high vacuum to give 4.2 g (86%) of title compound, mp 171°-175° C. Yields the product COC1=C(C=CC(=N1)C1=NN=C2N1CCC[C@]2(OC2=CC(=C(C(=C2)F)F)F)C(C)(C)O)N2C=NC(=C2)C (2-{(8R)-3-[6-methoxy-5-(4-methyl-1H-imidazol-1-yl)pyridin-2-yl]-8-(3,4,5-trifluorophenoxy)-5,6,7,8-tetrahydro[1,2,4]triazolo[4,3-a]pyridin-8-yl}propan-2-ol). Reported procedure: To 2-{(8R)-3-[6-methoxy-5-(4-methyl-1H-imidazol-1-yl)pyridin-2-yl]-8-(3,4,5-trifluorophenoxy)-5,6,7,8-tetrahydro[1,2,4]triazolo[4,3-a]pyridin-8-yl}propan-2-ol monophosphate (213.4 g) was added ethanol (350 mL), the mixture was dissolved at 60° C., and the insoluble material was removed by filtration. 2-Propanol (700 mL) was added to the filtrate at 60° C., and the mixture was stirred for 30 min, and at 0° C. for 30 min. The crystals were collected by filtration, washed with 2-propanol (250 mL) a... Reaction conditions: time 30 minute. Starting materials: P(=O)(O)(O)OC(C)(C)[C@@]1(C=2N(CCC1)C(=NN2)C2=NC(=C(C=C2)N2C=NC(=C2)C)OC)OC2=CC(=C(C(=C2)F)F)F (2-{(8R)-3-[6-methoxy-5-(4-methyl-1H-imidazol-1-yl)pyridin-2-yl]-8-(3,4,5-trifluorophenoxy)-5,6,7,8-tetrahydro[1,2,4]triazolo[4,3-a]pyridin-8-yl}propan-2-ol monophosphate). Solvent: C(C)O (ethanol). Yield: 99.6%. Reaction SMILES: P([O:5][C:6]([C@@:9]1([O:32][C:33]2[CH:38]=[C:37]([F:39])[C:36]([F:40])=[C:35]([F:41])[CH:34]=2)[CH2:14][CH2:13][CH2:12][N:11]2[C:15]([C:18]3[CH:23]=[CH:22][C:21]([N:24]4[CH:28]=[C:27]([CH3:29])[N:26]=[CH:25]4)=[C:20]([O:30][CH3:31])[N:19]=3)=[N:16][N:17]=[C:10]12)([CH3:8])[CH3:7])(O)(O)=O>C(O)C>[CH3:31][O:30][C:20]1[N:19]=[C:18]([C:15]2[N:11]3[CH2:12][CH2:13][CH2:14][C@@:9]([C:6]([OH:5])([CH3:8])[CH3:7])([O:32][C:33]4[CH:38]=[C:37]([F:39])[C:36]([F:40])=[C:35]([F:41])[CH:34]=4)[C:10]3=[N:17][N:16]=2)[CH:23]=[CH:22][C:21]=1[N:24]1[CH:28]=[C:27]([CH3:29])[N:26]=[CH:25]1. The reactants are C1(=CC=CC=C1)O (Phenol), S(O)(O)(=O)=O (sulfuric acid), solution ( 1 ), reaction solution, C(C)(C)(C)C1=C(C(=CC=C1)C(C)(C)C)O (2,6-di-t-butylphenol), 3,3',5,5'-tetra-t-butyl-4,4'-diphenoquinone. Run at time 6 hour. Yields the product C(C)(C)(C)C=1C=C(C=C(C1O)C(C)(C)C)C1=CC(=C(C(=C1)C(C)(C)C)O)C(C)(C)C (3,3',5,5'-tetra-t-butyl-4,4'-dihydroxybiphenyl). RXN SMILES: [C:1]1([OH:7])[CH:6]=[CH:5][CH:4]=[CH:3][CH:2]=1.S(=O)(=O)(O)O.[C:13]([C:17]1[CH:22]=[CH:21][CH:20]=[C:19]([C:23]([CH3:26])([CH3:25])[CH3:24])[C:18]=1[OH:27])([CH3:16])([CH3:15])[CH3:14]>>[C:13]([C:2]1[CH:3]=[C:4]([C:21]2[CH:22]=[C:17]([C:13]([CH3:16])([CH3:15])[CH3:14])[C:18]([OH:27])=[C:19]([C:23]([CH3:26])([CH3:25])[CH3:24])[CH:20]=2)[CH:5]=[C:6]([C:19]([CH3:23])([CH3:20])[CH3:18])[C:1]=1[OH:7])([CH3:16])([CH3:15])[CH3:14]. Procedure: A portion (10.0 g) of this reaction solution was used in the subsequent process. Phenol (20 g) and sulfuric acid (0.04 g) were added to 10.0 g of reaction solution (1) not only for neutralizing the base in the reaction system but also to render the reaction solution acidic (pH, 1). Thereafter, the following two reactions were performed in one step at 180° C. over a period of 6 hours: a redox reaction in which the unreacted 2,6-di-t-butylphenol and 3,3',5,5'-tetra-t-butyl-4,4'-diphenoquinone were...